From a dataset of the Open Reaction Database (ORD), a public repository of structured organic reaction records. describe an organic reaction: reactants, conditions, products, and yield Starting materials: N(=[N+]=[N-])[C@H]1C[C@H](N(C1)C([C@H](C(C)(C)C)NC([C@H](C)N(C(OC(C)(C)C)=O)C)=O)=O)C(N[C@@H]1CCCC2=CC=CC=C12)=O (tert-butyl (S)-1-((S)-1-((2S,4S)-4-azido-2-((R)-1,2,3,4-tetrahydronaphthalen-1-ylcarbamoyl)pyrrolidin-1-yl)-3,3-dimethyl-1-oxobutan-2-ylamino)-1-oxopropan-2-yl(methyl)carbamate), C1=CC=C(C=C1)P(C2=CC=CC=C2)C3=CC=CC=C3 (Ph3P), O.COC(C)(C)C (water MeOtBu), O (Water). Solvent: C1CCOC1 (THF). Conditions: time 16 hour. The product is N[C@H]1C[C@H](N(C1)C([C@H](C(C)(C)C)NC([C@H](C)N(C(OC(C)(C)C)=O)C)=O)=O)C(N[C@@H]1CCCC2=CC=CC=C12)=O (tert-butyl (S)-1-((S)-1-((2S,4S)-4-amino-2-((R)-1,2,3,4-tetrahydronaphthalen-1-ylcarbamoyl)pyrrolidin-1-yl)-3,3-dimethyl-1-oxobutan-2-ylamino)-1-oxopropan-2-yl(methyl)carbamate). As a reaction SMILES: [N:1]([C@@H:4]1[CH2:8][N:7]([C:9](=[O:29])[C@@H:10]([NH:15][C:16](=[O:28])[C@@H:17]([N:19]([CH3:27])[C:20](=[O:26])[O:21][C:22]([CH3:25])([CH3:24])[CH3:23])[CH3:18])[C:11]([CH3:14])([CH3:13])[CH3:12])[C@H:6]([C:30](=[O:42])[NH:31][C@H:32]2[C:41]3[C:36](=[CH:37][CH:38]=[CH:39][CH:40]=3)[CH2:35][CH2:34][CH2:33]2)[CH2:5]1)=[N+]=[N-].C1C=CC(P(C2C=CC=CC=2)C2C=CC=CC=2)=CC=1.O.O.COC(C)(C)C>C1COCC1>[NH2:1][C@@H:4]1[CH2:8][N:7]([C:9](=[O:29])[C@@H:10]([NH:15][C:16](=[O:28])[C@@H:17]([N:19]([CH3:27])[C:20](=[O:26])[O:21][C:22]([CH3:23])([CH3:24])[CH3:25])[CH3:18])[C:11]([CH3:13])([CH3:14])[CH3:12])[C@H:6]([C:30](=[O:42])[NH:31][C@H:32]2[C:41]3[C:36](=[CH:37][CH:38]=[CH:39][CH:40]=3)[CH2:35][CH2:34][CH2:33]2)[CH2:5]1 |f:3.4|. Procedure: To a solution of the title compound of Example 3 (1.7 g, 2.9 mmol) in 10.6 mL dry THF was added Ph3P (765 mg, 2.9 mmol) at room temperature. Water (78.3 μL, 4.35 mmol) was added drop wise and the reaction mixture was allowed to stir for 16 hours at room temperature. A 1:1 mixture of water/MeOtBu was added to quench the reaction. The two phases were separated. The aqueous phase was extracted by EtOAc twice, and then the combined organic phase was washed by brine, dried over sodium sulfate and con... The reactants are COc2ccc1ccccc1c2 (substrate), c2c(cccc3)c3c(B1OCC(C)(C)CO1)cc2 (effective_coupling_partner). Reagents/catalysts: PCy3. Reaction conditions: temperature 120 celsius, time 12 hour. The product is c3c(cccc4)c4c(c2ccc1ccccc1c2)cc3. Starting materials: ClC(C(C)N=O)(C)C (3-chloro-3-methyl-2-nitrosobutane), NCCCN (1,3-diaminopropane), CO (methanol), CO (methanol). Solvent: O (water). Yields the product NCCCNC(C(CC)=NO)(C)C (N-(3-Aminopropyl)-1-amino-1,1-dimethyl-2-butanone oxime). Reaction SMILES: Cl[C:2]([CH3:8])([CH3:7])[CH:3]([N:5]=[O:6])[CH3:4].[NH2:9][CH2:10][CH2:11][CH2:12][NH2:13].[CH3:14]O>O>[NH2:9][CH2:10][CH2:11][CH2:12][NH:13][C:2]([CH3:8])([CH3:7])[C:3](=[N:5][OH:6])[CH2:4][CH3:14]. Procedure: A solution of 3-chloro-3-methyl-2-nitrosobutane (25.5 g) in methanol (180 cm3) was added dropwise to a stirred solution of 1,3-diaminopropane (47 cm3) in methanol (75 cm3) at 0° C. After the addition was complete the mixture was refluxed for 6 hours. Removal of the methanol in vacuo gave a yellow oil which was slurried in water (50 cm3). The white precipitate was removed by filtration and the pH of the aqueous solution adjusted to about 11. After saturating with salt the solution was continuousl... As a reaction SMILES: [N+:1]([C:4]1[CH:5]=[C:6]([CH:10]=[CH:11][C:12]=1[N+:13]([O-:15])=[O:14])[C:7](O)=[O:8])([O-:3])=[O:2].C1C=CC=CC=1.C(Cl)(=O)C([Cl:25])=O>N1C=CC=CC=1>[N+:1]([C:4]1[CH:5]=[C:6]([CH:10]=[CH:11][C:12]=1[N+:13]([O-:15])=[O:14])[C:7]([Cl:25])=[O:8])([O-:3])=[O:2]. Starting materials: [N+](=O)([O-])C=1C=C(C(=O)O)C=CC1[N+](=O)[O-] (3,4-dinitrobenzoic acid), Example 2 ( A ), C1=CC=CC=C1 (benzene), C(C(=O)Cl)(=O)Cl (oxalyl chloride). Solvent: N1=CC=CC=C1 (pyridine). Procedure: Fifty-three grams (0.25 mole) of 3,4-dinitrobenzoic acid, 500 ml. of benzene, 65 g. (0.51 mole) of oxalyl chloride and 1 ml. of pyridine were reacted according to Example 2 (A), first paragraph, to provide 3,4-dinitrobenzoyl chloride as a crude oil. Product: [N+](=O)([O-])C=1C=C(C(=O)Cl)C=CC1[N+](=O)[O-] (3,4-dinitrobenzoyl chloride). Reactants: Cl.NC(C(=O)OCC)C(=O)O (ethyl amino-malonate hydrochloride), C1(=CC=CC=C1)C(=NCCN)C1=C(C=CC(=C1)Cl)N (1-phenyl-1-(2-amino-5-chloro-phenyl)-2,5-diazapent-1-ene), ClC(C)Cl (dichloroethane), ClC(C)Cl (dichloroethane). Yields the product C1(=CC=CC=C1)C(=NC(C(=O)OCC)C(=O)OCC)C1=C(C=CC(=C1)Cl)N (Diethyl [2-phenyl-2-(2-amino-5-chloro-phenyl)-1-aza-vinyl]-malonate). As a reaction SMILES: Cl.[NH2:2][CH:3]([C:9]([OH:11])=[O:10])[C:4]([O:6][CH2:7][CH3:8])=[O:5].[C:12]1([C:18]([C:23]2[CH:28]=[C:27]([Cl:29])[CH:26]=[CH:25][C:24]=2[NH2:30])=NCCN)[CH:17]=[CH:16][CH:15]=[CH:14][CH:13]=1.Cl[CH:32](Cl)[CH3:33]>>[C:12]1([C:18]([C:23]2[CH:28]=[C:27]([Cl:29])[CH:26]=[CH:25][C:24]=2[NH2:30])=[N:2][CH:3]([C:9]([O:11][CH2:32][CH3:33])=[O:10])[C:4]([O:6][CH2:7][CH3:8])=[O:5])[CH:13]=[CH:14][CH:15]=[CH:16][CH:17]=1 |f:0.1|. Procedure details: 16 g of dry ethyl amino-malonate hydrochloride are suspended in 200 ml of dichloroethane, then a solution of 10 g of 1-phenyl-1-(2-amino-5-chloro-phenyl)-2,5-diazapent-1-ene in 100 ml of dichloroethane is added and the whole is heated at 80° for 3 hours 30 minutes. The red colour at the start changes to yellow at the end of the reaction. Reactants: CC(=O)[O-], CC(=O)[O-], CCOCCOc1cc(C=C(OCC)C(=O)OCC)ccc1I, CCCCCNC(=O)N(C)c1cccc(B(O)O)c1, CN(C)C=O, CCOC(C)=O, c1ccc(-c2ccccc2P(C2CCCCC2)C2CCCCC2)cc1, [K+], [K+], [K+], O, O=P([O-])([O-])[O-], [Pd+2]. Yields the product CCCCCNC(=O)N(C)c1cccc(-c2ccc(C=C(OCC)C(=O)OCC)cc2OCCOCC)c1. Reaction SMILES: [C:81]([O-:82])(=[O:83])[CH3:84].[C:86]([O-:87])(=[O:88])[CH3:89].[CH2:34]([CH3:35])[O:36][CH2:37][CH2:38][O:39][c:40]1[cH:41][c:42]([CH:47]=[C:48]([C:49](=[O:50])[O:51][CH2:52][CH3:53])[O:54][CH2:55][CH3:56])[cH:43][cH:44][c:45]1[I:46].[CH3:57][N:58]([C:59](=[O:60])[NH:61][CH2:62][CH2:63][CH2:64][CH2:65][CH3:66])[c:67]1[cH:68][c:69]([B:73]([OH:74])[OH:75])[cH:70][cH:71][cH:72]1.[CH3:76][N:77]([CH3:78])[CH:79]=[O:80].[CH3:90][CH2:91][O:92][C:93](=[O:94])[CH3:95].[CH:1]1([P:2]([CH:3]2[CH2:4][CH2:5][CH2:6][CH2:7][CH2:8]2)[c:9]2[cH:10][cH:11][cH:12][cH:13][c:14]2-[c:15]2[cH:16][cH:17][cH:18][cH:19][cH:20]2)[CH2:21][CH2:22][CH2:23][CH2:24][CH2:25]1.[K+:31].[K+:32].[K+:33].[OH2:96].[P:26]([O-:27])([O-:28])([O-:29])=[O:30].[Pd+2:85]>>[CH2:34]([CH3:35])[O:36][CH2:37][CH2:38][O:39][c:40]1[cH:41][c:42]([CH:47]=[C:48]([C:49](=[O:50])[O:51][CH2:52][CH3:53])[O:54][CH2:55][CH3:56])[cH:43][cH:44][c:45]1-[c:69]1[cH:68][c:67]([N:58]([CH3:57])[C:59](=[O:60])[NH:61][CH2:62][CH2:63][CH2:64][CH2:65][CH3:66])[cH:72][cH:71][cH:70]1.